From a dataset of the Open Reaction Database (ORD), a public repository of structured organic reaction records. describe an organic reaction: reactants, conditions, products, and yield The reactants are solution, FC(C(=O)[O-])(F)F.FC(C(=O)[O-])(F)F.FC(C(=O)[O-])(F)F.[B+3] (boron tris(trifluoroacetate)), C(C1=CC=CC=C1)ON1C(C2=CC=CC=3C2=C(C1=O)C=C(C3N3CCCC3)C#N)=O (2-Benzyloxy-5-cyano-6-(pyrrolidin-1-yl)-benzo[de]isoquinoline-1,3-dione). Run in C(=O)(C(F)(F)F)O (TFA). Yields the product C(#N)C=1C(=C2C3=C(C(N(C(C3=CC=C2)=O)O)=O)C1)N1CCCC1 (5-Cyano-2-hydroxy-6-(pyrrolidin-1-yl)-benzo[de]isoquinoline-1,3-dione). Yield: 69.0%. Reaction SMILES: C([O:8][N:9]1[C:18](=[O:19])[C:17]2[CH:20]=[C:21]([C:28]#[N:29])[C:22]([N:23]3[CH2:27][CH2:26][CH2:25][CH2:24]3)=[C:15]3[C:16]=2[C:11](=[CH:12][CH:13]=[CH:14]3)[C:10]1=[O:30])C1C=CC=CC=1.FC(F)(F)C([O-])=O.FC(F)(F)C([O-])=O.FC(F)(F)C([O-])=O.[B+3]>C(O)(C(F)(F)F)=O>[C:28]([C:21]1[C:22]([N:23]2[CH2:27][CH2:26][CH2:25][CH2:24]2)=[C:15]2[CH:14]=[CH:13][CH:12]=[C:11]3[C:16]2=[C:17]([CH:20]=1)[C:18](=[O:19])[N:9]([OH:8])[C:10]3=[O:30])#[N:29] |f:1.2.3.4|. Procedure: Following the procedure of Example 52, 2-benzyloxy-5-cyano-6-(pyrrolidin-1-yl)-benzo[de]isoquinoline-1,3-dione (0.15 g, 0.33 mmol, from Example B2) and a 1.0 M solution of boron tris(trifluoroacetate) in TFA (2 mL) was reacted to give 0.070 g of the title compound, mp 247-248° C. As a reaction SMILES: [NH2:1][CH2:2][CH:3]([C:5]1[CH:10]=[CH:9][C:8]([C:11]2[N:15]=[C:14]([C:16]3[CH:21]=[C:20]([CH3:22])[N:19]=[C:18]([NH:23][CH:24]([CH3:26])[CH3:25])[N:17]=3)[O:13][N:12]=2)=[CH:7][CH:6]=1)[OH:4].CCN(C(C)C)C(C)C.[S:36](Cl)([CH3:39])(=[O:38])=[O:37]>C(Cl)Cl>[OH:4][CH:3]([C:5]1[CH:10]=[CH:9][C:8]([C:11]2[N:15]=[C:14]([C:16]3[CH:21]=[C:20]([CH3:22])[N:19]=[C:18]([NH:23][CH:24]([CH3:26])[CH3:25])[N:17]=3)[O:13][N:12]=2)=[CH:7][CH:6]=1)[CH2:2][NH:1][S:36]([CH3:39])(=[O:38])=[O:37]. Procedure details: To a solution of rac-2-amino-1-{4-[5-(2-isopropylamino-6-methyl-pyrimidin-4-yl)-[1,2,4]oxadiazol-3-yl]-phenyl}-ethanol (39 mg, 0.11 mmol) and DIPEA (30 μL, 0.176 mmol) in DCM (6 mL) at 0° C. is added dropwise a solution of mesylchloride (10 μL, 0.132 mmol) in DCM (2 mL). The reaction mixture is stirred at 0° C. for 1 h, and then at rt for another hour. The reaction mixture is evaporated and purified by prep. TLC eluting with DCM/7M NH3 in MeOH 10:1 to give rac-N-(2-hydroxy-2-{4-[5-(2-isopropylam... Run at temperature 0 celsius, time 1 hour. Run in C(Cl)Cl (DCM), C(Cl)Cl (DCM). Starting materials: NCC(O)C1=CC=C(C=C1)C1=NOC(=N1)C1=NC(=NC(=C1)C)NC(C)C (rac-2-amino-1-{4-[5-(2-isopropylamino-6-methyl-pyrimidin-4-yl)-[1,2,4]oxadiazol-3-yl]-phenyl}-ethanol), CCN(C(C)C)C(C)C (DIPEA), S(=O)(=O)(C)Cl (mesylchloride). Isolated yield 39.9%. Product: OC(CNS(=O)(=O)C)C1=CC=C(C=C1)C1=NOC(=N1)C1=NC(=NC(=C1)C)NC(C)C (rac-N-(2-hydroxy-2-{4-[5-(2-isopropylamino-6-methyl-pyrimidin-4-yl)-[1,2,4]oxadiazol-3-yl]-phenyl}-ethyl)-methanesulfonamide). Starting materials: C1(=CC=CC=C1)C (toluene), ClC1=NC=CC=C1F (2-Chloro-3-fluoropyridine), C([O-])([O-])=O.[Na+].[Na+] (sodium carbonate), ClC1=CC=C(C=C1)B(O)O (4-chlorophenylboronic acid), palladium tetrakistriphenylphosphine, teflon. The solvent is O (water). Reaction conditions: temperature 125 celsius, time 21 hour. Product: ClC1=CC=C(C=C1)C1=NC=CC=C1F (2-(4-chlorophenyl)-3-fluoropyridine). Isolated yield 82.4%. As a reaction SMILES: Cl[C:2]1[C:7]([F:8])=[CH:6][CH:5]=[CH:4][N:3]=1.[Cl:9][C:10]1[CH:15]=[CH:14][C:13](B(O)O)=[CH:12][CH:11]=1.C(=O)([O-])[O-].[Na+].[Na+].C1(C)C=CC=CC=1>O>[Cl:9][C:10]1[CH:15]=[CH:14][C:13]([C:2]2[C:7]([F:8])=[CH:6][CH:5]=[CH:4][N:3]=2)=[CH:12][CH:11]=1 |f:2.3.4|. Procedure details: 2-Chloro-3-fluoropyridine (0.4380 g, 3.33 mmol), 4-chlorophenylboronic acid (0.6248 g, 3.996 mmol), palladium tetrakistriphenylphosphine (0.1924 g, 0.1665 mmol), sodium carbonate (0.4235 g, 3.996 mmol), toluene (10 mL), and water (1 mL) were placed in a teflon lined vial. The vial was sealed and stirred at 125° C. for 21 hour. The mixture was cooled to ambient temperature and the whole mixture was purified on silica gel (EtOAc-hexanes gradient) to provide 569.4 mg of the title compound as white ... Starting materials: C(C1=CC=CC=C1)OC[C@H](CCOCC1=CC=CC=C1)ON1C(C=2C(C1=O)=CC=CC2)=O ((S)-N-(1,4-dibenzyloxybut-2-oxy)phthalimide), CNN (methylhydrazine). The solvent is ClCCl (dichloromethane). Run at time 1 hour. The product is C(C1=CC=CC=C1)OC[C@H](CCOCC1=CC=CC=C1)ON ((S)-1,4-dibenzyloxybut-2-oxyamine). The yield is 76.1%. As a reaction SMILES: [CH2:1]([O:8][CH2:9][C@@H:10]([O:21][N:22]1C(=O)C2=CC=CC=C2C1=O)[CH2:11][CH2:12][O:13][CH2:14][C:15]1[CH:20]=[CH:19][CH:18]=[CH:17][CH:16]=1)[C:2]1[CH:7]=[CH:6][CH:5]=[CH:4][CH:3]=1.CNN>ClCCl>[CH2:1]([O:8][CH2:9][C@@H:10]([O:21][NH2:22])[CH2:11][CH2:12][O:13][CH2:14][C:15]1[CH:20]=[CH:19][CH:18]=[CH:17][CH:16]=1)[C:2]1[CH:3]=[CH:4][CH:5]=[CH:6][CH:7]=1. Procedure: A solution of (S)-N-(1,4-dibenzyloxybut-2-oxy)phthalimide (5 g, 11.6 mmol) in dichloromethane (50 ml) was treated with methylhydrazine (0.8 ml, 15 mmol). A deep red colouration developed, disappearing gradually as a white solid precipitated out of solution. After stirring at room temperature for 1 hour, the solid was filtered off and the filtrate was washed with a 3% sodium carbonate solution. After drying (MgSO4) the solution was evaporated to dryness and the residual oil was chromatographed on... The reactants are [N+](=O)([O-])C1=C(N)C=CC(=C1)[N+](=O)[O-] (2,4-dinitro-aniline), C(CCCCC(=O)O)(=O)O (adipic acid), [H][H] (hydrogen). The reagents and catalysts are [Ni] (nickel). Solvent: O (water). Product: NC1=C(C=C(C=C1)N)N (1,2,4-triamino-benzene). RXN SMILES: [N+:1]([C:4]1[CH:10]=[C:9]([N+:11]([O-])=O)[CH:8]=[CH:7][C:5]=1[NH2:6])([O-])=O.C(O)(=O)CCCCC(O)=O.[H][H]>[Ni].O>[NH2:6][C:5]1[CH:7]=[CH:8][C:9]([NH2:11])=[CH:10][C:4]=1[NH2:1]. Reported procedure: 91 Parts of finely ground 2,4-dinitro-aniline together with 73 parts of adipic acid, 10 parts of a commercial-type nickel catalyst and 400 parts by volume of water were charged into a hydrogenation autoclave. After the autoclave had been sealed, hydrogenation was effected in the usual manner at a temperature ranging from 60 to 100° C., while keeping the hydrogen pressure constant for about half an hour after the end of hydrogenation. For evidencing 1,2,4-triamino-benzene obtained, residual hydro... Reactants: C(CCC)OC1=CC=C(C=C1)C1=NC2=C(N1CC1=CC=C(C=C1)C=1C(=CC=CC1)C(=O)OC(C)(C)C)C=CC=C2 (tert.butyl 4'-[(2-(4-n-butoxyphenyl)-benzimidazol-1-yl)-methyl]biphenyl-2-carboxylate), FC(C(=O)O)(F)F.C(Cl)Cl (trifluoroacetic acid methylene chloride). Product: C(CCC)OC1=CC=C(C=C1)C1=NC2=C(N1CC1=CC=C(C=C1)C=1C(=CC=CC1)C(=O)O)C=CC=C2 (4'-[(2-(4-n-Butoxyphenyl)-benzimidazol-1-yl)-methyl]biphenyl-2-carboxylic acid). As a reaction SMILES: [CH2:1]([O:5][C:6]1[CH:11]=[CH:10][C:9]([C:12]2[N:16]([CH2:17][C:18]3[CH:23]=[CH:22][C:21]([C:24]4[C:25]([C:30]([O:32]C(C)(C)C)=[O:31])=[CH:26][CH:27]=[CH:28][CH:29]=4)=[CH:20][CH:19]=3)[C:15]3[CH:37]=[CH:38][CH:39]=[CH:40][C:14]=3[N:13]=2)=[CH:8][CH:7]=1)[CH2:2][CH2:3][CH3:4].FC(F)(F)C(O)=O.C(Cl)Cl>>[CH2:1]([O:5][C:6]1[CH:11]=[CH:10][C:9]([C:12]2[N:16]([CH2:17][C:18]3[CH:23]=[CH:22][C:21]([C:24]4[C:25]([C:30]([OH:32])=[O:31])=[CH:26][CH:27]=[CH:28][CH:29]=4)=[CH:20][CH:19]=3)[C:15]3[CH:37]=[CH:38][CH:39]=[CH:40][C:14]=3[N:13]=2)=[CH:8][CH:7]=1)[CH2:2][CH2:3][CH3:4] |f:1.2|. Reported procedure: Prepared in analogous manner to Example 9 from tert.butyl 4'-[(2-(4-n-butoxyphenyl)-benzimidazol-1-yl)-methyl]biphenyl-2-carboxylate and trifluoroacetic acid/methylene chloride. Reactants: BrCC(=O)NCCC(=O)ON1C(CCC1=O)=O (2,5-dioxopyrrolidin-1-yl 3-(2-bromoacetamido)propanoate), N[C@H](C(=O)O)CS ((R)-2-amino-3-mercaptopropanoic acid), N=1C=CN2C1C=C(C=C2)CNC(=O)C=2SC(=CC2)C=2C=NN(C2)CC2(CCNCC2)C (N-(imidazo[1,2-a]pyridin-7-ylmethyl)-5-{1-[(4-methylpiperidin-4-yl)methyl]-1H-pyrazol-4-yl}thiophene-2-carboxamide), CN1CCOCC1 (4-methylmorpholine). The reagents and catalysts are C(=O)(C(F)(F)F)O (TFA). Run in C(C)(C)N(C(C)C)CC (N,N-diisopropylethylamine), O (water), C(C)(C)N(C(C)C)CC (N,N-diisopropylethylamine). Conditions: time 1 hour. Product: N=1C=CN2C1C=C(C=C2)CNC(=O)C2=CC=C(S2)C=2C=NN(C2)CC2(CCN(CC2)C(CCNC(CSC[C@H](N)C(=O)O)=O)=O)C (S-{2-[(3-{4-[(4-{5-[(imidazo[1,2-a]pyridin-7-ylmethyl)carbamoyl]thiophen-2-yl}-1H-pyrazol-1-yl)methyl]-4-methylpiperidin-1-yl}-3-oxopropyl)amino]-2-oxoethyl}-L-cysteine). As a reaction SMILES: [N:1]1[CH:2]=[CH:3][N:4]2[CH:9]=[CH:8][C:7]([CH2:10][NH:11][C:12]([C:14]3[S:15][C:16]([C:19]4[CH:20]=[N:21][N:22]([CH2:24][C:25]5([CH3:31])[CH2:30][CH2:29][NH:28][CH2:27][CH2:26]5)[CH:23]=4)=[CH:17][CH:18]=3)=[O:13])=[CH:6][C:5]=12.CN1CCOCC1.Br[CH2:40][C:41]([NH:43][CH2:44][CH2:45][C:46]([O:48]N1C(=O)CCC1=O)=O)=[O:42].[NH2:56][C@@H:57]([CH2:61][SH:62])[C:58]([OH:60])=[O:59]>C(N(CC)C(C)C)(C)C.O.C(O)(C(F)(F)F)=O>[N:1]1[CH:2]=[CH:3][N:4]2[CH:9]=[CH:8][C:7]([CH2:10][NH:11][C:12]([C:14]3[S:15][C:16]([C:19]4[CH:20]=[N:21][N:22]([CH2:24][C:25]5([CH3:31])[CH2:30][CH2:29][N:28]([C:46](=[O:48])[CH2:45][CH2:44][NH:43][C:41](=[O:42])[CH2:40][S:62][CH2:61][C@@H:57]([C:58]([OH:60])=[O:59])[NH2:56])[CH2:27][CH2:26]5)[CH:23]=4)=[CH:17][CH:18]=3)=[O:13])=[CH:6][C:5]=12. Reported procedure: A suspension of N-(imidazo[1,2-a]pyridin-7-ylmethyl)-5-{1-[(4-methylpiperidin-4-yl)methyl]-1H-pyrazol-4-yl}thiophene-2-carboxamide (0.050 g, 0.099 mmol) and 4-methylmorpholine (0.054 ml, 0.493 mmol) in N,N-diisopropylethylamine (0.5 ml) was added to 2,5-dioxopyrrolidin-1-yl 3-(2-bromoacetamido)propanoate (0.036 g, 0.118 mmol) in N,N-diisopropylethylamine (0.5 ml) and the mixture was stirred at room temperature. After 1 hour, (R)-2-amino-3-mercaptopropanoic acid (0.060 g, 0.493 mmol) as a solutio...